From a dataset of the Open Reaction Database (ORD), a public repository of structured organic reaction records. describe an organic reaction: reactants, conditions, products, and yield Starting materials: BrC=1C=C(C(=NC1)F)F (5-bromo-2,3-difluoro-pyridine), C1(CC1)CO (cyclopropyl-methanol). The product is BrC=1C=C(C(=NC1)OCC1CC1)F (5-Bromo-2-cyclopropylmethoxy-3-fluoro-pyridine). RXN SMILES: [Br:1][C:2]1[CH:3]=[C:4]([F:9])[C:5](F)=[N:6][CH:7]=1.[CH:10]1([CH2:13][OH:14])[CH2:12][CH2:11]1>>[Br:1][C:2]1[CH:3]=[C:4]([F:9])[C:5]([O:14][CH2:13][CH:10]2[CH2:12][CH2:11]2)=[N:6][CH:7]=1. Reported procedure: Following Typical Procedure 6, reaction of 5-bromo-2,3-difluoro-pyridine with cyclopropyl-methanol provided the subtitle compound. MS ESI+: m/z=246 [M+H]+. Starting materials: C(C)OC(CC1=CC(=C(C=C1)OC)OC1=C(C=C(C=C1)Br)CN1C(OCC1)=O)=O ({3-[4-bromo-2-(2-oxo-oxazolidin-3-ylmethyl)-phenoxy]-4-methoxy-phenyl}-acetic acid ethyl ester), CN1N=CC(=C1)B1OC(C)(C)C(C)(C)O1 (1-methylpyrazole-4-boronic acid pinacol ester). Yields the product C(C)OC(CC1=CC(=C(C=C1)OC)OC1=C(C=C(C=C1)C=1C=NN(C1)C)CN1C(OCC1)=O)=O ({4-Methoxy-3-[4-(1-methyl-1H-pyrazol-4-yl)-2-(2-oxo-oxazolidin-3-ylmethyl)-phenoxy]-phenyl}-acetic acid ethyl ester). RXN SMILES: [CH2:1]([O:3][C:4](=[O:29])[CH2:5][C:6]1[CH:11]=[CH:10][C:9]([O:12][CH3:13])=[C:8]([O:14][C:15]2[CH:20]=[CH:19][C:18](Br)=[CH:17][C:16]=2[CH2:22][N:23]2[CH2:27][CH2:26][O:25][C:24]2=[O:28])[CH:7]=1)[CH3:2].[CH3:30][N:31]1[CH:35]=[C:34](B2OC(C)(C)C(C)(C)O2)[CH:33]=[N:32]1>>[CH2:1]([O:3][C:4](=[O:29])[CH2:5][C:6]1[CH:11]=[CH:10][C:9]([O:12][CH3:13])=[C:8]([O:14][C:15]2[CH:20]=[CH:19][C:18]([C:34]3[CH:33]=[N:32][N:31]([CH3:30])[CH:35]=3)=[CH:17][C:16]=2[CH2:22][N:23]2[CH2:27][CH2:26][O:25][C:24]2=[O:28])[CH:7]=1)[CH3:2]. Procedure: Prepared according to the procedure described in Example 84, Step 1, using the following starting materials: {3-[4-bromo-2-(2-oxo-oxazolidin-3-ylmethyl)-phenoxy]-4-methoxy-phenyl}-acetic acid ethyl ester and 1-methylpyrazole-4-boronic acid pinacol ester. Starting materials: [Br-], [Mg+]Cc1ccccc1, ClCCl, O=C(c1ccncc1)c1cncn1C(c1ccccc1)(c1ccccc1)c1ccccc1. Yields the product OC(c1ccncc1)c1cncn1C(c1ccccc1)(c1ccccc1)c1ccccc1. RXN SMILES: [Br-:33].[CH2:34]([Mg+:35])[c:36]1[cH:37][cH:38][cH:39][cH:40][cH:41]1.[Cl:42][CH2:43][Cl:44].[n:1]1[cH:2][cH:3][c:4]([C:7](=[O:8])[c:9]2[cH:10][n:11][cH:12][n:13]2[C:14]([c:15]2[cH:16][cH:17][cH:18][cH:19][cH:20]2)([c:21]2[cH:22][cH:23][cH:24][cH:25][cH:26]2)[c:27]2[cH:28][cH:29][cH:30][cH:31][cH:32]2)[cH:5][cH:6]1>>[n:1]1[cH:2][cH:3][c:4]([CH:7]([OH:8])[c:9]2[cH:10][n:11][cH:12][n:13]2[C:14]([c:15]2[cH:16][cH:17][cH:18][cH:19][cH:20]2)([c:21]2[cH:22][cH:23][cH:24][cH:25][cH:26]2)[c:27]2[cH:28][cH:29][cH:30][cH:31][cH:32]2)[cH:5][cH:6]1. The reactants are CS(C)=O, CCOC(C)=O, C1CC2CCC1N2, Cl, O=[N+]([O-])c1ccc(F)cc1C(F)(F)F, [Na+], [Na+], O=C([O-])[O-]. RXN SMILES: [CH3:21][S:22]([CH3:23])=[O:24].[CH3:33][CH2:34][O:35][C:36]([CH3:37])=[O:38].[CH:26]12[CH2:27][CH2:28][CH:29]([CH2:30][CH2:31]1)[NH:32]2.[ClH:25].[F:1][c:2]1[cH:3][c:4]([C:11]([F:12])([F:13])[F:14])[c:5]([N+:8](=[O:9])[O-:10])[cH:6][cH:7]1.[Na+:15].[Na+:16].[O-:17][C:18](=[O:19])[O-:20]>>[c:2]1([N:32]2[CH:26]3[CH2:27][CH2:28][CH:29]2[CH2:30][CH2:31]3)[cH:3][c:4]([C:11]([F:12])([F:13])[F:14])[c:5]([N+:8](=[O:9])[O-:10])[cH:6][cH:7]1. Yields the product O=[N+]([O-])c1ccc(N2C3CCC2CC3)cc1C(F)(F)F. Starting materials: CC(=CCSC(=N)N)c1cccc(Br)c1, Cl, Cl, [Na+], [OH-]. The product is CC1(c2cccc(Br)c2)CCSC(N)=N1. As a reaction SMILES: [Br:2][c:3]1[cH:4][c:5]([C:9](=[CH:10][CH2:11][S:12][C:13]([NH2:14])=[NH:15])[CH3:16])[cH:6][cH:7][cH:8]1.[ClH:17].[ClH:1].[Na+:19].[OH-:18]>>[Br:2][c:3]1[cH:4][c:5]([C:9]2([CH3:16])[CH2:10][CH2:11][S:12][C:13]([NH2:14])=[N:15]2)[cH:6][cH:7][cH:8]1. The reactants are N1=C(C=CC=C1)C=1SC=C(N1)C(=O)OC(C)(C)C (tert-butyl 2-(pyridin-2-yl)thiazole-4-carboxylate), C(=O)(C(F)(F)F)O (TFA). Solvent: C(Cl)Cl (CH2Cl2), C(Cl)Cl (CH2Cl2). Run at time 8 hour. Yields the product N1=C(C=CC=C1)C=1SC=C(N1)C(=O)O (2-(pyridin-2-yl)thiazole-4-carboxylic acid). As a reaction SMILES: [N:1]1[CH:6]=[CH:5][CH:4]=[CH:3][C:2]=1[C:7]1[S:8][CH:9]=[C:10]([C:12]([O:14]C(C)(C)C)=[O:13])[N:11]=1.C(O)(C(F)(F)F)=O>C(Cl)Cl>[N:1]1[CH:6]=[CH:5][CH:4]=[CH:3][C:2]=1[C:7]1[S:8][CH:9]=[C:10]([C:12]([OH:14])=[O:13])[N:11]=1. Procedure: To a solution of tert-butyl 2-(pyridin-2-yl)thiazole-4-carboxylate 7.3 (340 mg, 1.3 mmol) in commercial anhydrous CH2Cl2 (5 mL) at RT was added TFA (0.93 mL, 13 mmol) under N2. The mixture was stirred at RT overnight. The mixture was diluted with CH2Cl2 (25 mL), washed with an aqueous solution of NaHSO3 10% (5×25 mL), brine (25 mL) and then water (25 mL). The organic layer was dried over MgSO4 and evaporated to afford title product as a yellow oil. Yield: 250 mg (94%). LCMS: P=93%, rt=3.03 nm, m... Reactants: COC(CC1=C(NC2=CC=C(C=C12)OC1CCCC1)CC)=O (5-Cyclopentoxy-2-ethyl-1H-indole-3-acetic acid methyl ester), C1(CCCC1)OC=1C=C2C=C(NC2=CC1)CC (5-cyclopentoxy-2-ethyl-1H-indole), solution, C(CCC)[Li] (n-butyl lithum), solution, BrCC(=O)OC (methyl 2-bromoacetate). Reagents/catalysts: [Cl-].[Cl-].[Zn+2] (ZnCl2). Run in CCCCCC (hexane), CCOCC (ether). The product is COC(CC1=C(NC2=CC=C(C=C12)OC1CCCC1)C)=O (5-cyclopentoxy-2-methyl-1H-indole-3-acetic acid methyl ester). RXN SMILES: [CH3:1][O:2][C:3](=[O:22])[CH2:4][C:5]1[C:13]2[C:8](=[CH:9][CH:10]=[C:11]([O:14][CH:15]3[CH2:19][CH2:18][CH2:17][CH2:16]3)[CH:12]=2)[NH:7][C:6]=1[CH2:20]C.C1(OC2C=C3C(=CC=2)NC(CC)=C3)CCCC1.C([Li])CCC.BrCC(OC)=O>CCCCCC.CCOCC.[Cl-].[Cl-].[Zn+2]>[CH3:1][O:2][C:3](=[O:22])[CH2:4][C:5]1[C:13]2[C:8](=[CH:9][CH:10]=[C:11]([O:14][CH:15]3[CH2:19][CH2:18][CH2:17][CH2:16]3)[CH:12]=2)[NH:7][C:6]=1[CH3:20] |f:6.7.8|. Procedure: 5-Cyclopentoxy-2-ethyl-1H-indole-3-acetic acid methyl ester. As in Example 1, Part E, 2.33 g (0.0102 mol) of 5-cyclopentoxy-2-ethyl-1H-indole was treated with 6.4 mL (0.0102 mol) of a 1.6M solution of n-butyl lithum in hexane, 10.2 mL (0.0102 mol) of a 1M solution of ZnCl2 in ether, and 0.97 mL (0.0102 mol) of methyl 2-bromoacetate to give after chromatography on silica (5% EtOAc/toluene) 1.8 g (59%) of 5-cyclopentoxy-2-methyl-1H-indole-3-acetic acid methyl ester as an oil. The reactants are solution, N(CCO)CCO (diethanol amine), P(=O)(O)(O)C(=O)NN (phosphonoformic acid hydrazide). Solvent: O (water), O (water). Yields the product 11, [NH4+].C(C)O.C(C)O (diethanol ammonium salt), P(=O)(O)(O)C(=O)NN (phosphonoformic acid hydrazide). Reaction SMILES: [P:1]([C:5]([NH:7][NH2:8])=[O:6])([OH:4])([OH:3])=[O:2].N(CCO)[CH2:10][CH2:11][OH:12]>O>[NH4+:7].[CH2:11]([OH:12])[CH3:10].[CH2:11]([OH:12])[CH3:10].[P:1]([C:5]([NH:7][NH2:8])=[O:6])([OH:4])([OH:3])=[O:2] |f:3.4.5|. Reported procedure: 4.4 parts by weight of phosphonoformic acid hydrazide are run in 20 parts by volume of water and neutralised by a 2 molar solution of diethanol amine in water. The resulting solution is evaporated, the evaporation residue is triturated with a mixture of ethanol and methanol (90 parts by volume plus 10 parts by volume) and the crystals are isolated 11 parts by weight of diethanol ammonium salt of phosphonoformic acid hydrazide are obtained (yield 100%). Starting materials: Grignard reagent, BrCC(C)C1=CC(=C(C=C1)C1CCCCC1)Cl (1-bromo-2-(3-chloro-4-cyclohexyl-phenyl)-propane), [Mg] (magnesium), C(C)=O (acetaldehyde), [BH4-].[Na+] (sodium borohydride). The product is ClC=1C=C(C=CC1C1CCCCC1)C(CC(C)O)C (4-(3-Chloro-4-cyclohexyl-phenyl)-2-pentanol). Reaction SMILES: Br[CH2:2][CH:3]([C:5]1[CH:10]=[CH:9][C:8]([CH:11]2[CH2:16][CH2:15][CH2:14][CH2:13][CH2:12]2)=[C:7]([Cl:17])[CH:6]=1)[CH3:4].[Mg].[CH:19](=[O:21])[CH3:20].[BH4-].[Na+]>>[Cl:17][C:7]1[CH:6]=[C:5]([CH:3]([CH3:4])[CH2:2][CH:19]([OH:21])[CH3:20])[CH:10]=[CH:9][C:8]=1[CH:11]1[CH2:16][CH2:15][CH2:14][CH2:13][CH2:12]1 |f:3.4|. Procedure details: 4-(3-Chloro-4-cyclohexyl-phenyl)-2-pentanol was prepared analogous to Example 64 from a Grignard reagent, prepared from 91.55 gm (0.29 mol) of 1-bromo-2-(3-chloro-4-cyclohexyl-phenyl)-propane and 7.08 gm (0.291 mol) of magnesium, and 14.2 gm (0.32 mol) of acetaldehyde, followed by reduction with sodium borohydride. The above compound was obtained as a mixture of the two possible pairs of diastereomeric isomers. The colorless oil (39.5 gm; 48% of theory) was not sufficiently heat-stable for disti...